From a dataset of the Open Reaction Database (ORD), a public repository of structured organic reaction records. describe an organic reaction: reactants, conditions, products, and yield The solvent is C(C)(=O)OCC (Ethyl acetate). Reported procedure: To 2-amino-6-chloro-4-[[(1-hydroxymethyl-1-cyclobutyl)methyl]amino]pyrimidine (0.24 g, 2.0 mmol) were added N-chlorosuccinimide (0.27 g, 2.0 mmol) and dimethylformamide (1.5 ml), and the mixture was stirred at room temperature for 2 days. Ethyl acetate was added and the mixture was washed with water and dried over anhydrous magnesium sulfate. The solvent was distilled away under reduced pressure and the residue was purified by silica gel column chromatography (chloroform:methanol=100:1) to give ... Reaction SMILES: [NH2:1][C:2]1[N:7]=[C:6]([NH:8][CH2:9][C:10]2([CH2:14][OH:15])[CH2:13][CH2:12][CH2:11]2)[CH:5]=[C:4]([Cl:16])[N:3]=1.[Cl:17]N1C(=O)CCC1=O.CN(C)C=O>C(OCC)(=O)C>[NH2:1][C:2]1[N:7]=[C:6]([NH:8][CH2:9][C:10]2([CH2:14][OH:15])[CH2:13][CH2:12][CH2:11]2)[C:5]([Cl:17])=[C:4]([Cl:16])[N:3]=1. Reaction conditions: time 2 day. Isolated yield 54.1%. Yields the product NC1=NC(=C(C(=N1)NCC1(CCC1)CO)Cl)Cl (2-Amino-5,6-dichloro-4-[[(1-hydroxymethyl-1-cyclobutyl)methyl]amino]pyrimidine). Reactants: NC1=NC(=CC(=N1)NCC1(CCC1)CO)Cl (2-amino-6-chloro-4-[[(1-hydroxymethyl-1-cyclobutyl)methyl]amino]pyrimidine), ClN1C(CCC1=O)=O (N-chlorosuccinimide), CN(C=O)C (dimethylformamide). The reactants are ClC=1C2=C(N=C(N1)CCC(=O)OC)SC1=C2CCCC1 (methyl 3-(4-chloro-5,6,7,8-tetrahydro-[1]benzothieno[2,3-d]pyrimidin-2-yl)propionate), ClC=1C=C(CN)C=CC1OC (3-chloro-4-methoxybenzylamine). The solvent is CN1C(CCC1)=O (N-methylpyrrolidone). Product: ClC=1C=C(CNC=2C3=C(N=C(N2)CCC(=O)OC)SC2=C3CCCC2)C=CC1OC (methyl 3-[4-(3-chloro-4-methoxybenzylamino)-5,6,7,8-tetrahydro[1]benzothieno-[2,3-d]pyrimidin-2-yl]propionate). Isolated yield 95.4%. RXN SMILES: Cl[C:2]1[C:3]2[C:16]3[CH2:17][CH2:18][CH2:19][CH2:20][C:15]=3[S:14][C:4]=2[N:5]=[C:6]([CH2:8][CH2:9][C:10]([O:12][CH3:13])=[O:11])[N:7]=1.[Cl:21][C:22]1[CH:23]=[C:24]([CH:27]=[CH:28][C:29]=1[O:30][CH3:31])[CH2:25][NH2:26]>CN1CCCC1=O>[Cl:21][C:22]1[CH:23]=[C:24]([CH:27]=[CH:28][C:29]=1[O:30][CH3:31])[CH2:25][NH:26][C:2]1[C:3]2[C:16]3[CH2:17][CH2:18][CH2:19][CH2:20][C:15]=3[S:14][C:4]=2[N:5]=[C:6]([CH2:8][CH2:9][C:10]([O:12][CH3:13])=[O:11])[N:7]=1. Procedure details: 1.9 g of methyl 3-(4-chloro-5,6,7,8-tetrahydro-[1]benzothieno[2,3-d]pyrimidin-2-yl)propionate [obtainable by cyclization of methyl 2-amino-4,5,6,7-tetrahydrobenzothiophene-3-carboxylate with methyl 3-cyanopropionate and subsequent chlorination with phosphorus oxychloride/dimethylamine] and 2.3 g of 3-chloro-4-methoxybenzylamine (“A”) in 20 ml of N-methylpyrrolidone are stirred at 110° for 5 hours. The solvent is removed and worked up in the customary manner. 2.6 g of methyl 3-[4-(3-chloro-4-meth... As a reaction SMILES: C(OC([N:8]1[CH2:13][CH2:12][CH:11]([C:14](=[O:23])[C:15]2[CH:20]=[CH:19][C:18]([S:21][CH3:22])=[CH:17][CH:16]=2)[CH2:10][CH2:9]1)=O)(C)(C)C.[C:24]1([C:26](=[CH:28][CH:29]=[CH:30][CH:31]=1)O)[OH:25].CC1C=CC(S(O)(=O)=O)=CC=1.O>C1(C)C(C)=CC=CC=1>[CH3:22][S:21][C:18]1[CH:17]=[CH:16][C:15]([C:14]2([CH:11]3[CH2:10][CH2:9][NH:8][CH2:13][CH2:12]3)[O:23][C:31]3[CH:30]=[CH:29][CH:28]=[CH:26][C:24]=3[O:25]2)=[CH:20][CH:19]=1 |f:2.3|. The reactants are C(C)(C)(C)OC(=O)N1CCC(CC1)C(C1=CC=C(C=C1)SC)=O (4-(4-methylsulfanyl-benzoyl)-piperidine-1-carboxylic acid tert-butyl ester), C=1(O)C(O)=CC=CC1 (catechol), CC=1C=CC(=CC1)S(=O)(=O)O.O (p-TsOH.H2O). Yields the product CSC1=CC=C(C=C1)C1(OC2=C(O1)C=CC=C2)C2CCNCC2 (4-[2-(4-methylsulfanyl-phenyl)-benzo[1,3]dioxol-2-yl]-piperidine). Run in C=1(C(=CC=CC1)C)C (xylene). Yield: 87.3%. Procedure details: A solution of 4-(4-methylsulfanyl-benzoyl)-piperidine-1-carboxylic acid tert-butyl ester (see EXAMPLE 28) (335 mg, 1.0 mmol), catechol (440 mg, 4.00 mmol) and p-TsOH.H2O (380 mg, 2.00 mmol) in xylene (10 mL) was heated at reflux under a Dean-Stark trap for 45 hours. Standard work-up and purification gave 4-[2-(4-methylsulfanyl-phenyl)-benzo[1,3]dioxol-2-yl]-piperidine as a white solid (286 mg, 87%). Starting materials: O1CCCC=C1 (dihydropyran), C1(=CC=C(C=C1)S(=O)(=O)Cl)C (p-toluenesulfonyl chloride), O[C@@H]1[C@]2(C)[C@@H](CC1)[C@@H]1CCC3=CCCC[C@]3(C)[C@H]1CC2 (17β-hydroxy-4-androstene). The solvent is C(C)OCC (ethyl ether). Run at time 1 hour. Yields the product O1C(CCCC1)O[C@@H]1[C@]2(C)[C@@H](CC1)[C@@H]1CCC3=CCCC[C@]3(C)[C@H]1CC2 (17β-tetrahydropyranyloxy-4-androstene). RXN SMILES: [O:1]1[CH:6]=[CH:5][CH2:4][CH2:3][CH2:2]1.C1(C)C=CC(S(Cl)(=O)=O)=CC=1.[OH:18][C@H:19]1[CH2:24][CH2:23][C@H:22]2[C@H:25]3[C@H:35]([CH2:36][CH2:37][C@:20]12[CH3:21])[C@:33]1([CH3:34])[C:28](=[CH:29][CH2:30][CH2:31][CH2:32]1)[CH2:27][CH2:26]3>C(OCC)C>[O:1]1[CH2:2][CH2:3][CH2:4][CH2:5][CH:6]1[O:18][C@H:19]1[CH2:24][CH2:23][C@H:22]2[C@H:25]3[C@H:35]([CH2:36][CH2:37][C@:20]12[CH3:21])[C@:33]1([CH3:34])[C:28](=[CH:29][CH2:30][CH2:31][CH2:32]1)[CH2:27][CH2:26]3. Reported procedure: To 30 ml of dihydropyran containing 450 mg of p-toluenesulfonyl chloride is added 6.0 g of the product of Step B and the solution is stirred at room temperature for 1 hour. The solution is the diluted with ethyl ether and washed with a 20% pyridine water mixture twice, and then water, then brine, and dried and evaporated to yield a pale yellow oil which crystallizes (8.5 g), and has a m.p. of 92°-96° C.